Dataset: the Open Reaction Database (ORD), a public repository of structured organic reaction records. Task: describe an organic reaction: reactants, conditions, products, and yield Starting materials: BrC=1C=C(C(=C(C=O)C1)O)[N+](=O)[O-] (5-bromo-2-hydroxy-3-nitrobenzaldehyde), C(C)(=O)NCC(=O)O (N-acetyl-glycine). Yields the product BrC=1C=C(C2=C(C=C(C(O2)=O)NC(C)=O)C1)[N+](=O)[O-] (N-(6-bromo-8-nitro-2-oxo-2H-1-benzopyran-3-yl)acetamide). Procedure: The second step was the Erlenmeyer condensation of 5-bromo-2-hydroxy-3-nitrobenzaldehyde (2*) with N-acetyl-glycine to yield N-(6-bromo-8-nitro-2-oxo-2H-1-benzopyran-3-yl)acetamide (3*). Reaction SMILES: [Br:1][C:2]1[CH:3]=[C:4]([N+:11]([O-:13])=[O:12])[C:5]([OH:10])=[C:6]([CH:9]=1)[CH:7]=O.[C:14]([NH:17][CH2:18][C:19](O)=[O:20])(=[O:16])[CH3:15]>>[Br:1][C:2]1[CH:3]=[C:4]([N+:11]([O-:13])=[O:12])[C:5]2[O:10][C:19](=[O:20])[C:18]([NH:17][C:14](=[O:16])[CH3:15])=[CH:7][C:6]=2[CH:9]=1. The reactants are [OH-].[Na+] (sodium hydroxide), [N+](=O)([O-])C1=C(C(C(=O)O)=CC=C1)C(=O)O (nitrophthalic acid), Chromic (III) chloride hexahydrate. Solvent: C(C)O (ethanol), C(C)O (ethanol), C(C)O (ethanol). Yields the product O.O.O.O.O.O.O.O.O.[N+](=O)(O)[O-] (nitrate nonahydrate). RXN SMILES: [OH-:1].[Na+].[N+:3](C1C=CC=C(C(O)=O)C=1C(O)=O)([O-:5])=[O:4]>C(O)C>[OH2:4].[OH2:1].[OH2:4].[OH2:4].[OH2:4].[OH2:4].[OH2:4].[OH2:4].[OH2:4].[N+:3]([O-:5])([OH:1])=[O:4] |f:0.1,4.5.6.7.8.9.10.11.12.13|. Procedure: Chromic (III) chloride hexahydrate, 13.3 grams, was dissolved in 150 milliliters of ethanol. While this solution was being stirred, a solution of 2 grams of sodium hydroxide in 50 milliliters of ethanol was added. The mixed solution was refluxed for 15 minutes with stirring. Then, a solution of 2.6 grams of nitrophthalic acid in 50 milliliters of ethanol was added, and the reaction mixture was refluxed for 30 minutes with stirring. Thereafter, the by-product, sodium chloride, was removed by filt... Starting materials: Cl (hydrochloric acid), ICC1(CC=2C(=C(C=3CCN(C3C2C)C=O)C)O1)C (3,5,6,7-Tetrahydro-2-(iodomethyl)-2,4,8-trimethyl-2H-furo[2,3-f]indole-5-carbaldehyde), C(O)([O-])=O.[Na+] (sodium hydrogen carbonate). Solvent: O (water), CO (methanol). Run at temperature 60 celsius, time 2 hour. The product is ICC1(CC=2C(=C(C=3CCNC3C2C)C)O1)C (3,5,6,7-Tetrahydro-2-(iodomethyl)-2,4,8-trimethyl-2H-furo[2,3-f]indole). Yield: 98.2%. As a reaction SMILES: [I:1][CH2:2][C:3]1([CH3:19])[O:18][C:6]2=[C:7]([CH3:17])[C:8]3[CH2:9][CH2:10][N:11](C=O)[C:12]=3[C:13]([CH3:14])=[C:5]2[CH2:4]1.Cl.C(=O)([O-])O.[Na+]>CO.O>[I:1][CH2:2][C:3]1([CH3:19])[O:18][C:6]2=[C:7]([CH3:17])[C:8]3[CH2:9][CH2:10][NH:11][C:12]=3[C:13]([CH3:14])=[C:5]2[CH2:4]1 |f:2.3|. Procedure details: 3,5,6,7-Tetrahydro-2-(iodomethyl)-2,4,8-trimethyl-2H-furo[2,3-f]indole-5-carbaldehyde (3.71 g, 10 mmol) was dissolved in methanol (37 ml). To the solution was added concentrated hydrochloric acid, and stirred for 2 hours at 60° C. under argon atmosphere. The mixture was cooled to 0° C., made weakly basic with a saturated aqueous solution of sodium hydrogen carbonate, diluted with water and extracted with ethyl acetate. The organic layer was washed with saturated brine and dried over sodium sulfa...